Dataset: the Open Reaction Database (ORD), a public repository of structured organic reaction records. Task: describe an organic reaction: reactants, conditions, products, and yield Reactants: ClC=1C=CC2=C(CCC=3C(=NN(C23)C2=CC=CC=C2)C(=O)OCCN(CC)CC)C1 (2-diethylaminoethyl 7-chloro-1-phenyl-4,5-dihydro-1H-benz[g]indazole-3-carboxylate), ClC=1C=CC2=C(CCC=3C(=NN(C23)C2=CC=CC=C2)C(=O)O)C1 (7-chloro-1-phenyl-4,5-dihydro-1H-benz[g]indazole-3-carboxylic acid), S(=O)(Cl)Cl (thionyl chloride), Cl (hydrogen chloride), S(=O)=O (sulfur dioxide). The solvent is CCOCC (ether), CC(C)O (2-propanol), C(C)O (ethanol). Run at time 1 hour. The product is Cl.ClC=1C=CC2=C(CCC=3C(=NN(C23)C2=CC=CC=C2)C(=O)OCCN(CC)CC)C1 (2-diethylaminoethyl 7-chloro-1-phenyl-4,5-dihydro-1H-benz[g]indazole-3-carboxylate hydrochloride). RXN SMILES: [Cl:1]C1C=CC2C3N(C4C=CC=CC=4)N=C(C(O)=O)C=3CCC=2C=1.S(Cl)(Cl)=O.S(=O)=O.[Cl:31][C:32]1[CH:33]=[CH:34][C:35]2[C:43]3[N:42]([C:44]4[CH:49]=[CH:48][CH:47]=[CH:46][CH:45]=4)[N:41]=[C:40]([C:50]([O:52][CH2:53][CH2:54][N:55]([CH2:58][CH3:59])[CH2:56][CH3:57])=[O:51])[C:39]=3[CH2:38][CH2:37][C:36]=2[CH:60]=1.Cl>C(O)C.CC(O)C.CCOCC>[ClH:1].[Cl:31][C:32]1[CH:33]=[CH:34][C:35]2[C:43]3[N:42]([C:44]4[CH:49]=[CH:48][CH:47]=[CH:46][CH:45]=4)[N:41]=[C:40]([C:50]([O:52][CH2:53][CH2:54][N:55]([CH2:58][CH3:59])[CH2:56][CH3:57])=[O:51])[C:39]=3[CH2:38][CH2:37][C:36]=2[CH:60]=1 |f:8.9|. Reported procedure: A mixture of 5 parts of 7-chloro-1-phenyl-4,5-dihydro-1H-benz[g]indazole-3-carboxylic acid and 50 parts of thionyl chloride is heated on a steam bath until evolution of sulfur dioxide ceases. The excess thionyl chloride is then removed under reduced pressure and 50 parts of benzene is added to the resulting residue. The benzene is then distilled off under reduced pressure and the new residue is dissolved in 50 parts of benzene and 5 parts 2-diethylaminoethanol is added with stirring. The mixture... Conditions: time 1 hour. The product is NC1C(N(CCCC1(C)C)C1=CC=CC=C1)=O (3-amino-4,4-dimethyl-1-phenylazepan-2-one). Reactants: Cl (mono hydrochloride), CC1(C(C(N(CCC1)C1=CC=CC=C1)=O)NC(OC(C)(C)C)=O)C (tert-butyl 4,4-dimethyl-2-oxo-1-phenylazepan-3-ylcarbamate), Cl (HCl). Procedure details: To a round bottom flask was added tert-butyl 4,4-dimethyl-2-oxo-1-phenylazepan-3-ylcarbamate (6.5 mg, 0.020 mmol) and 4 N HCl in dioxane (1 mL). The reaction was stirred at rt for 1 hr. The solvent was removed to give 3-amino-4,4-dimethyl-1-phenylazepan-2-one (3.8 mg, 0.016 mmol, 84% yield) as the mono hydrochloride salt. Anal. Calcd. for C14H20N2O m/z 232.2. found: 233.2 (M+H)+. Run in O1CCOCC1 (dioxane). Reaction SMILES: [CH3:1][C:2]1([CH3:24])[CH2:8][CH2:7][CH2:6][N:5]([C:9]2[CH:14]=[CH:13][CH:12]=[CH:11][CH:10]=2)[C:4](=[O:15])[CH:3]1[NH:16]C(=O)OC(C)(C)C.Cl>O1CCOCC1>[NH2:16][CH:3]1[C:2]([CH3:24])([CH3:1])[CH2:8][CH2:7][CH2:6][N:5]([C:9]2[CH:14]=[CH:13][CH:12]=[CH:11][CH:10]=2)[C:4]1=[O:15]. Isolated yield 80.0%. Starting materials: BrC1(C(=CC=CC1)C1=CC=CC=C1)Br (2,2-dibromobiphenyl), [Si](Cl)(Cl)(Cl)Cl (SiCl4), [Li] (Lithium). Solvent: C(C)OCC (diethyl ether), CCOCC (Et2O), CCOCC (Et2O), CCCCC (pentane). Yields the product Cl[Si]1(C2=CC=CC=C2C=2C=CC=CC12)Cl (9,9-Dichloro-9-silafluorene). RXN SMILES: [Li].Br[C:3]1(Br)[CH2:8][CH:7]=[CH:6][CH:5]=[C:4]1[C:9]1[CH:14]=[CH:13][CH:12]=[CH:11][CH:10]=1.[Si:16](Cl)(Cl)([Cl:18])[Cl:17]>CCCCC.CCOCC>[Cl:17][Si:16]1([Cl:18])[C:10]2[CH:11]=[CH:12][CH:13]=[CH:14][C:9]=2[C:4]2[C:3]1=[CH:8][CH:7]=[CH:6][CH:5]=2 |^1:0|. Reported procedure: Lithium wire (3.33 g, 0.08 mol) was washed with pentane, carefully cut into small pieces, and suspended in 150 mL of Et2O. While stirring, 2,2-dibromobiphenyl (25 g, 0.08 mol) in 100 mL of diethyl ether was added dropwise over 1 hour and the contents were allowed to stir for 10 hours. The mixture was filtered through a frit to remove any unreacted Li and LiBr. The filtrate was loaded into an addition funnel and slowly dropped into a solution containing SiCl4 (50 g, 0.08 mol) in 200 mL of Et2O. A... Reactants: ClC1=NC2=CC=C(C=C2C=C1)OC (2-chloro-6-methoxyquinoline), CNC1=CC=C(C=C1)B1OC(C(O1)(C)C)(C)C (N-methyl-4-(4,4,5,5-tetramethyl-1,3,2-dioxaborolan-2-yl)aniline). Yields the product COC=1C=C2C=CC(=NC2=CC1)C1=CC=C(NC)C=C1 (4-(6-Methoxyquinolin-2-yl)-N-methylaniline), solid. The yield is 51.0%. As a reaction SMILES: Cl[C:2]1[CH:11]=[CH:10][C:9]2[C:4](=[CH:5][CH:6]=[C:7]([O:12][CH3:13])[CH:8]=2)[N:3]=1.[CH3:14][NH:15][C:16]1[CH:21]=[CH:20][C:19](B2OC(C)(C)C(C)(C)O2)=[CH:18][CH:17]=1>>[CH3:13][O:12][C:7]1[CH:8]=[C:9]2[C:4](=[CH:5][CH:6]=1)[N:3]=[C:2]([C:19]1[CH:20]=[CH:21][C:16]([NH:15][CH3:14])=[CH:17][CH:18]=1)[CH:11]=[CH:10]2. Procedure: 4-(6-Methoxyquinolin-2-yl)-N-methylaniline T523 was prepared using general procedure A from 2-chloro-6-methoxyquinoline (39 mg, 0.2 mmol) and N-methyl-4-(4,4,5,5-tetramethyl-1,3,2-dioxaborolan-2-yl)aniline (46 mg, 0.2 mmol). T523 was obtained as a brown solid (27 mg, 51%). NMR (400 MHz, CDCl3): δ 8.03-7.99 (m, 4H), 7.75 (d, J=8.4 Hz, 1H), 7.33 (dd, J=9.2, 2.8 Hz, 1H), 7.04 (d, J=2.8 Hz, 1H), 6.71 (m, 2H), 3.92 (s, 3H), 2.89 (s, 3H); MS (ESI): 235 (M+H+).